From a dataset of the Open Reaction Database (ORD), a public repository of structured organic reaction records. describe an organic reaction: reactants, conditions, products, and yield Starting materials: Cl (HCl), [Li+].[OH-] (LiOH), C1(=CC=CC=C1)COC1=C(C(=O)OC)C=C(C=C1)C(=O)N1CCCC1 (methyl 2-[(phenylmethyl)oxy]-5-(1-pyrrolidinylcarbonyl)benzoate). Run in O (water), O1CCCC1 (tetrahydrofuran). Reaction conditions: time 3 hour. The product is C1(=CC=CC=C1)COC1=C(C(=O)O)C=C(C=C1)C(=O)N1CCCC1 (2-[(Phenylmethyl)oxy]-5-(1-pyrrolidinylcarbonyl)benzoic acid). As a reaction SMILES: [Li+].[OH-].[C:3]1([CH2:9][O:10][C:11]2[CH:20]=[CH:19][C:18]([C:21]([N:23]3[CH2:27][CH2:26][CH2:25][CH2:24]3)=[O:22])=[CH:17][C:12]=2[C:13]([O:15]C)=[O:14])[CH:8]=[CH:7][CH:6]=[CH:5][CH:4]=1.Cl>O.O1CCCC1>[C:3]1([CH2:9][O:10][C:11]2[CH:20]=[CH:19][C:18]([C:21]([N:23]3[CH2:24][CH2:25][CH2:26][CH2:27]3)=[O:22])=[CH:17][C:12]=2[C:13]([OH:15])=[O:14])[CH:4]=[CH:5][CH:6]=[CH:7][CH:8]=1 |f:0.1|. Procedure: A solution of LiOH (495 mg, 11.79 mmol) in water (8 ml) was added to a stirred solution of methyl 2-[(phenylmethyl)oxy]-5-(1-pyrrolidinylcarbonyl)benzoate (may be prepared as described in Description 54; 400 mg, 1.18 mmol) in tetrahydrofuran (2 ml) at room temperature. The mixture was stirred at room temperature for 3 h. The mixture was acidified by HCl (6 mol/l). The precipitate was collected and dried to yield the title compound as a white solid. 300 mg. The reactants are methylolated acrylamide, C(C=C)(=O)OCCN(C(=O)N)CO (N-methylol-β-ureidoethyl acrylate), C(C=C)(=O)OCCO (β-hydroxyethyl acrylate), ( 1 ), [Na] (sodium). The solvent is CC(OCC)=O (EA), CC(OCC)=O (EA), CC(OCC)=O (EA). The product is C(C=C)(=O)OCCN(C(=O)N)CO (MUA), CC(=C)C(=O)OCCO (HEMA). The yield is 5.3%. As a reaction SMILES: [Na].[C:2]([O:6][CH2:7][CH2:8][N:9]([CH2:13][OH:14])[C:10]([NH2:12])=[O:11])(=[O:5])[CH:3]=[CH2:4].[C:15]([O:19][CH2:20][CH2:21][OH:22])(=[O:18])[CH:16]=[CH2:17]>CC(=O)OCC>[C:2]([O:6][CH2:7][CH2:8][N:9]([CH2:13][OH:14])[C:10]([NH2:12])=[O:11])(=[O:5])[CH:3]=[CH2:4].[CH3:17][C:16]([C:15]([O:19][CH2:20][CH2:21][OH:22])=[O:18])=[CH2:2] |^1:0|. Procedure: The procedure of (1) above is repeated replacing the SVS with 660 parts of the sodium salt of acryloxyethyl acid 3,5-disulfophthalate (AEDSP), the methylolated acrylamide with 260 parts of N-methylol-β-ureidoethyl acrylate (MUA), and the EA with a mixture of 7600 parts of EA and 480 parts of β-hydroxyethyl acrylate (HEMA), resulting in an aqueous dispersion of a copolymer of about 7.3% AEDSP, 2.9% MUA, 5.3% HEMA, and 84.5% EA. Reactants: N1(C=NC=C1)CCCC(=O)OCC1=CC=CC=C1 (benzyl 4-(1-imidazolyl)butyrate). The reagents and catalysts are [C].[Pd] (palladium-carbon). Run in C(C)O (ethanol). Product: N1(C=NC=C1)CCCC(=O)O (4-(1-imidazolyl)butyric acid). Yield: 72.8%. RXN SMILES: [N:1]1([CH2:6][CH2:7][CH2:8][C:9]([O:11]CC2C=CC=CC=2)=[O:10])[CH:5]=[CH:4][N:3]=[CH:2]1>[C].[Pd].C(O)C>[N:1]1([CH2:6][CH2:7][CH2:8][C:9]([OH:11])=[O:10])[CH:5]=[CH:4][N:3]=[CH:2]1 |f:1.2|. Procedure: A mixture of benzyl 4-(1-imidazolyl)butyrate (7.4 g), palladium-carbon (5%)(1.0 g) and ethanol (400 ml) was subjected to catalytic hydrogenation at room temperature and 1 atm. The catalyst was filtered off, the filtrate was concentrated under reduced pressure, and the crystals were recrystallized from ethanol to give 4-(1-imidazolyl)butyric acid (3.4 g, 75%). Colorless prisms. mp. 125°-126° C. Reactants: [OH-].[Na+] (sodium hydroxide), C1=CC=CC=2C3=CC=CC=C3C(C12)OCC(=O)OCC (ethyl 9-fluorenyloxyacetate). The solvent is C(C)O (ethanol). Reaction conditions: time 4 hour. Yields the product C1=CC=CC=2C3=CC=CC=C3C(C12)OCC(=O)O (9-fluorenyloxyacetic acid). Isolated yield 86.7%. RXN SMILES: [OH-].[Na+].[CH:3]1[C:15]2[CH:14]([O:16][CH2:17][C:18]([O:20]CC)=[O:19])[C:13]3[C:8](=[CH:9][CH:10]=[CH:11][CH:12]=3)[C:7]=2[CH:6]=[CH:5][CH:4]=1>C(O)C>[CH:12]1[C:13]2[CH:14]([O:16][CH2:17][C:18]([OH:20])=[O:19])[C:15]3[C:7](=[CH:6][CH:5]=[CH:4][CH:3]=3)[C:8]=2[CH:9]=[CH:10][CH:11]=1 |f:0.1|. Procedure details: 10 ml of 1N sodium hydroxide was added dropwise to a solution of 2.28 g of ethyl 9-fluorenyloxyacetate in 40 ml of ethanol, and the mixture was stirred at room temperature for 4 hours. The reaction mixture was concentrated and water was added. After washing with ether, the pH value of the aqueous layer was adjusted with 18% hydrochloric acid to 3 to 4 under ice-cooling, followed by extraction with ether. The organic layer was dried over anhydrous magnesium sulfate, and concentrated to give 1.77 ... The reactants are COc2nc(OC)nc(Oc1ccc(C(C)=O)cc1)n2 (substrate), OB(O)c1ccsc1 (effective_coupling_partner). Reagents/catalysts: dppf. Reaction conditions: temperature 110 celsius, time 24 hour. Product: CC(=O)c2ccc(c1ccsc1)cc2. Starting materials: C(C)(C)(C)OC(N(C(=O)OC(C)(C)C)C1=N[C@]2([C@H](S(C1(C)C)(=O)=O)CCCC1=C2C=C(C=C1)[N+](=O)[O-])C)=O (tert-butyl-N-((4aR,11bR)-10-nitro-3,3,11b-trimethyl-4,4-dioxido-3,4a,5,6,7,11b-hexahydrobenzo[3,4]cyclohepta[1,2-b][1,4]thiazin-2-yl)-N-tert-butoxycarbonyl-carbamate). The reagents and catalysts are [Pd] (palladium). Run in C1CCOC1 (THF). Product: C(C)(C)(C)OC(N(C(=O)OC(C)(C)C)C1=N[C@]2([C@H](S(C1(C)C)(=O)=O)CCCC1=C2C=C(C=C1)N)C)=O (tert-butyl-N-((4aR,11bR)-10-amino-3,3,11b-trimethyl-4,4-dioxido-3,4a,5,6,7,11b-hexahydrobenzo[3,4]cyclohepta[1,2-b][1,4]thiazin-2-yl)-N-tert-butoxycarbonyl-carbamate). The yield is 92.2%. RXN SMILES: [C:1]([O:5][C:6](=[O:38])[N:7]([C:15]1[C:20]([CH3:22])([CH3:21])[S:19](=[O:24])(=[O:23])[C@@H:18]2[CH2:25][CH2:26][CH2:27][C:28]3[CH:33]=[CH:32][C:31]([N+:34]([O-])=O)=[CH:30][C:29]=3[C@@:17]2([CH3:37])[N:16]=1)[C:8]([O:10][C:11]([CH3:14])([CH3:13])[CH3:12])=[O:9])([CH3:4])([CH3:3])[CH3:2]>C1COCC1.[Pd]>[C:1]([O:5][C:6](=[O:38])[N:7]([C:15]1[C:20]([CH3:22])([CH3:21])[S:19](=[O:24])(=[O:23])[C@@H:18]2[CH2:25][CH2:26][CH2:27][C:28]3[CH:33]=[CH:32][C:31]([NH2:34])=[CH:30][C:29]=3[C@@:17]2([CH3:37])[N:16]=1)[C:8]([O:10][C:11]([CH3:12])([CH3:13])[CH3:14])=[O:9])([CH3:2])([CH3:3])[CH3:4]. Procedure details: A solution of tert-butyl-N-((4aR,11bR)-10-nitro-3,3,11b-trimethyl-4,4-dioxido-3,4a,5,6,7,11b-hexahydrobenzo[3,4]cyclohepta[1,2-b][1,4]thiazin-2-yl)-N-tert-butoxycarbonyl-carbamate (390 mg, 0.707 mmol) in THF (5 ml) was hydrogenated using a balloon in the presence of palladium (10% wt.) on activated carbon (150 mg, 0.141 mmol) for 1.5 h. The mixture was filtered through pad of celite, filter cake was washed with THF, filtrate was concentrated to afford tert-butyl-N-((4aR,11bR)-10-amino-3,3,11b-tr... Reactants: CCOC(=O)CC(=O)OC(C)(C)C, CN(C)C=O, O=[N+]([O-])c1ccc(Cl)nc1, [H-], [Na+]. Yields the product CCOC(=O)C(C(=O)OC(C)(C)C)c1ccc([N+](=O)[O-])cn1. As a reaction SMILES: [C:13]([CH2:14][C:15](=[O:16])[O:17][CH2:18][CH3:19])(=[O:20])[O:21][C:22]([CH3:23])([CH3:24])[CH3:25].[CH3:26][N:27]([CH3:28])[CH:29]=[O:30].[Cl:1][c:2]1[n:3][cH:4][c:5]([N+:8](=[O:9])[O-:10])[cH:6][cH:7]1.[H-:11].[Na+:12]>>[c:2]1([CH:14]([C:13](=[O:20])[O:21][C:22]([CH3:23])([CH3:24])[CH3:25])[C:15](=[O:16])[O:17][CH2:18][CH3:19])[n:3][cH:4][c:5]([N+:8](=[O:9])[O-:10])[cH:6][cH:7]1. The reactants are [OH-].[Na+] (sodium hydroxide), C[C@@H]1[C@@H](CN(CC1)C(=O)OC(C)(C)C)C(=O)OCC (cis-1-tert-butyl 3-ethyl 4-methylpiperidine-1,3-dicarboxylate). Solvent: CO (methanol). Reaction conditions: temperature 0 celsius, time 2 hour. The product is C(C)(C)(C)OC(=O)N1C[C@H]([C@H](CC1)C)C(=O)O (cis-1-(tert-butoxycarbonyl)-4-methylpiperidine-3-carboxylic acid). Isolated yield 98.2%. As a reaction SMILES: [OH-].[Na+].[CH3:3][C@H:4]1[CH2:9][CH2:8][N:7]([C:10]([O:12][C:13]([CH3:16])([CH3:15])[CH3:14])=[O:11])[CH2:6][C@H:5]1[C:17]([O:19]CC)=[O:18]>CO>[C:13]([O:12][C:10]([N:7]1[CH2:8][CH2:9][C@H:4]([CH3:3])[C@H:5]([C:17]([OH:19])=[O:18])[CH2:6]1)=[O:11])([CH3:14])([CH3:15])[CH3:16] |f:0.1|. Procedure details: An aqueous solution of sodium hydroxide (2N, 20 mL) was added to a solution of cis-1-tert-butyl 3-ethyl 4-methylpiperidine-1,3-dicarboxylate (2.5 g, 9.21 mmol) in methanol (20 mL) at 0° C. The reaction mixture was stirred at 0° C. for 2 h. The solvent was removed under reduced pressure and the residue was partitioned between water and ethyl acetate. The aqueous layer was acidified to pH 2 using aqueous hydrochloric acid (1N) and was extracted with ethyl acetate. The combined organics were dried ... The reactants are Cl (hydrochloric acid), C(CC(=O)O)(=O)O (malonic acid), N1CCCCC1 (piperidine), BrC1=CC=CC(=N1)C=O (6-bromo-pyridine-2-carbaldehyde). Run in N1=CC=CC=C1 (pyridine). Product: BrC1=CC=CC(=N1)C=CC(=O)O (3-(6-Bromo-pyridin-2-yl)-acrylic Acid). Reaction SMILES: [Br:1][C:2]1[N:7]=[C:6]([CH:8]=O)[CH:5]=[CH:4][CH:3]=1.C(O)(=O)[CH2:11][C:12]([OH:14])=[O:13].N1CCCCC1.Cl>N1C=CC=CC=1>[Br:1][C:2]1[N:7]=[C:6]([CH:8]=[CH:11][C:12]([OH:14])=[O:13])[CH:5]=[CH:4][CH:3]=1. Procedure: 10 g (53.8 mmol) of 6-bromo-pyridine-2-carbaldehyde were dissolved in 70 ml of pyridine and 6.73 g (64.5 mmol) of malonic acid and 457 mg (5.4 mmol) of piperidine were added. The reaction mixture was boiled under reflux for 6 h. The solution was cooled to room temperature and then poured onto ice. Concentrated hydrochloric acid was added until pH=5, whereupon the product precipitated. The product was isolated by filtration and dried under reduced pressure. Yield: 9.85 g.